From a dataset of the Open Reaction Database (ORD), a public repository of structured organic reaction records. describe an organic reaction: reactants, conditions, products, and yield The reactants are CC(C)(C)OC(=O)N1CCOC(Cc2ccc(OCc3ccccc3)cc2)C1, CCO. Product: CC(C)(C)OC(=O)N1CCOC(Cc2ccc(O)cc2)C1. As a reaction SMILES: [C:1](=[O:2])([O:3][C:4]([CH3:5])([CH3:6])[CH3:7])[N:8]1[CH2:9][CH:10]([CH2:14][c:15]2[cH:16][cH:17][c:18]([O:21][CH2:22][c:23]3[cH:24][cH:25][cH:26][cH:27][cH:28]3)[cH:19][cH:20]2)[O:11][CH2:12][CH2:13]1.[CH3:29][CH2:30][OH:31]>>[C:1](=[O:2])([O:3][C:4]([CH3:5])([CH3:6])[CH3:7])[N:8]1[CH2:9][CH:10]([CH2:14][c:15]2[cH:16][cH:17][c:18]([OH:21])[cH:19][cH:20]2)[O:11][CH2:12][CH2:13]1. Starting materials: O (water), COC1=C(C(=CC2=CC=CC=C12)C)C=CCCCC(=O)O (6-(1-methoxy-3-methylnaphth-2-yl)-5-hexenoic acid), C1(=CC=CC=C1)O (phenol), B(F)(F)F.CCOCC (boron trifluoride etherate). The solvent is ClCCl (dichloromethane). Run at temperature 35 celsius, time 3 day. The product is COC1=CC=C(C=C1)C(CCCCC(=O)O)C=1C(C2=CC=CC=C2C(C1C)=O)=O (6-(4-Methoxyphenyl)-6-(3-methyl-1,4-naphthoquinon-2-yl)hexanoic acid). RXN SMILES: C[O:2][C:3]1[C:12]2[C:7](=[CH:8][CH:9]=[CH:10][CH:11]=2)[CH:6]=[C:5]([CH3:13])[C:4]=1[CH:14]=[CH:15][CH2:16][CH2:17][CH2:18][C:19]([OH:21])=[O:20].[C:22]1(O)[CH:27]=CC=[CH:24][CH:23]=1.B(F)(F)F.C[CH2:34][O:35][CH2:36][CH3:37].[OH2:38]>ClCCl>[CH3:34][O:35][C:36]1[CH:37]=[CH:24][C:23]([CH:14]([C:4]2[C:3](=[O:2])[C:12]3[C:7]([C:6](=[O:38])[C:5]=2[CH3:13])=[CH:8][CH:9]=[CH:10][CH:11]=3)[CH2:15][CH2:16][CH2:17][CH2:18][C:19]([OH:21])=[O:20])=[CH:22][CH:27]=1 |f:2.3|. Reported procedure: To a solution of 6-(1-methoxy-3-methylnaphth-2-yl)-5-hexenoic acid (70 g) and phenol (70 g) in dichloromethane (500 ml) was added boron trifluoride etherate (95 g) and the reaction mixture was stirred for 3 days at 35° C. and poured into cooled water. The organic layer was washed with water, dried, and evaporated. The residue was purified with silica gel chromatography (eluent; toluene, 20% ethyl acetate/hexane, and ethyl acetate) to give the titled compound (30 g). Starting materials: CI, CN(C)CCNC(=O)c1nc(Cl)c(N)nc1N, ClCCl. The product is C[N+](C)(C)CCNC(=O)c1nc(Cl)c(N)nc1N, [I-]. Reaction SMILES: [CH3:1][I:2].[CH3:3][N:4]([CH2:5][CH2:6][NH:7][C:8](=[O:9])[c:10]1[n:11][c:12]([Cl:18])[c:13]([NH2:17])[n:14][c:15]1[NH2:16])[CH3:19].[Cl:20][CH2:21][Cl:22]>>[CH3:1][N+:4]([CH3:3])([CH2:5][CH2:6][NH:7][C:8](=[O:9])[c:10]1[n:11][c:12]([Cl:18])[c:13]([NH2:17])[n:14][c:15]1[NH2:16])[CH3:19].[I-:2]. The reactants are OC1=CC=C(C=C1)C1=NC=C(C=N1)C(=O)O[C@H](CCCCCC)C ((S)-(+)-1-Methylheptyl 2-(4'-Hydroxyphenyl)-pyrimidine-5-carboxylate), C(CCCCCCCCCCCCC)OC1=CC=C(C(=O)O)C=C1 (4-tetradecyloxybenzoic acid), C1CCC(CC1)N=C=NC2CCCCC2 (DCC), CN(C)C1=NC=CC=C1 (dimethylaminopyridine). Run in ClCCl (dichloromethane). The product is C(CCCCCCCCCCCCC)OC1=CC=C(C(=O)OC2=CC=C(C=C2)C2=NC=C(C=N2)C(=O)O[C@H](CCCCCC)C)C=C1 ((S)-(+)-1-Methylheptyl 2-[4'-(4-tetradecyloxybenzoyloxy)phenyl]pyrimidine-5-carboxylate). Yield: 28.5%. RXN SMILES: [OH:1][C:2]1[CH:7]=[CH:6][C:5]([C:8]2[N:13]=[CH:12][C:11]([C:14]([O:16][C@@H:17]([CH3:24])[CH2:18][CH2:19][CH2:20][CH2:21][CH2:22][CH3:23])=[O:15])=[CH:10][N:9]=2)=[CH:4][CH:3]=1.[CH2:25]([O:39][C:40]1[CH:48]=[CH:47][C:43]([C:44](O)=[O:45])=[CH:42][CH:41]=1)[CH2:26][CH2:27][CH2:28][CH2:29][CH2:30][CH2:31][CH2:32][CH2:33][CH2:34][CH2:35][CH2:36][CH2:37][CH3:38].C1CCC(N=C=NC2CCCCC2)CC1.CN(C1C=CC=CN=1)C>ClCCl>[CH2:25]([O:39][C:40]1[CH:41]=[CH:42][C:43]([C:44]([O:1][C:2]2[CH:7]=[CH:6][C:5]([C:8]3[N:13]=[CH:12][C:11]([C:14]([O:16][C@@H:17]([CH3:24])[CH2:18][CH2:19][CH2:20][CH2:21][CH2:22][CH3:23])=[O:15])=[CH:10][N:9]=3)=[CH:4][CH:3]=2)=[O:45])=[CH:47][CH:48]=1)[CH2:26][CH2:27][CH2:28][CH2:29][CH2:30][CH2:31][CH2:32][CH2:33][CH2:34][CH2:35][CH2:36][CH2:37][CH3:38]. Procedure details: --The hydroxy ester 60 (410 mg, 1.25 mol), 4-tetradecyloxybenzoic acid (417 mg, 1.25 mmol), DCC (257 mg, 1.25 mmol) and dimethylaminopyridine (cat.) in dry dichloromethane (15 ml) were stirred for 48 h at room temperature. Flash silica was added and the solvent was removed in vacuo and the residue was purified by flash chromatography (10% ethyl acetate-light petroleum) to give the ester 61 (230 mg, 28%) (from EtOH/MeOH), transitions/° C. I TGB(fog) TGB(C or A) SC 88 SCferri1 81.4 SCferri2SCanti ... The reactants are CC=1C=NC=C(C(=O)O)C1 (5-methylnicotinic acid), C(C)(C)(C)OC(NC=1C=NC(=CC1I)C(F)(F)F)=O ((4-iodo-6-trifluoromethylpyridin-3-yl)carbamic acid tert-butyl ester). Yields the product C(C)(C)(C)OC(NC=1C=NC=C(C1I)C)=O ((4-Iodo-5-methylpyridin-3-yl)carbamic acid tert-butyl ester). Reaction SMILES: [CH3:1]C1C=NC=C(C=1)C(O)=O.[C:11]([O:15][C:16](=[O:29])[NH:17][C:18]1[CH:19]=[N:20][C:21](C(F)(F)F)=[CH:22][C:23]=1[I:24])([CH3:14])([CH3:13])[CH3:12]>>[C:11]([O:15][C:16](=[O:29])[NH:17][C:18]1[CH:19]=[N:20][CH:21]=[C:22]([CH3:1])[C:23]=1[I:24])([CH3:12])([CH3:13])[CH3:14]. Reported procedure: The title product was prepared from 5-methylnicotinic acid in the same manner as in the preparation of (4-iodo-6-trifluoromethylpyridin-3-yl)carbamic acid tert-butyl ester. Starting materials: FCC(Br)c1cccc(Br)n1, C1COCCN1, CCN(C(C)C)C(C)C, CN(C)C=O, O. Product: FCC(c1cccc(Br)n1)N1CCOCC1. Reaction SMILES: [Br:1][c:2]1[n:3][c:4]([CH:8]([CH2:9][F:10])[Br:11])[cH:5][cH:6][cH:7]1.[CH2:12]1[CH2:13][O:14][CH2:15][CH2:16][NH:17]1.[CH:18]([N:19]([CH2:20][CH3:21])[CH:22]([CH3:23])[CH3:24])([CH3:25])[CH3:26].[O:28]=[CH:29][N:30]([CH3:31])[CH3:32].[OH2:27]>>[Br:1][c:2]1[n:3][c:4]([CH:8]([CH2:9][F:10])[N:17]2[CH2:12][CH2:13][O:14][CH2:15][CH2:16]2)[cH:5][cH:6][cH:7]1.